Dataset: the Open Reaction Database (ORD), a public repository of structured organic reaction records. Task: describe an organic reaction: reactants, conditions, products, and yield Starting materials: NC=1C=2N(C=CN1)C(=NC2C2=CC=C1C=CC(=NC1=C2)C2=CC=CC=C2)[C@@H]2CC[C@H](CC2)CN2C(C1=CC=CC=C1C2=O)=O (trans-2-{4-[8-Amino-1-(2-phenylquinolin-7-yl)-imidazo[1,5-a]pyrazin-3-yl]-cyclohexylmethyl}-isoindole-1,3-dione), NN (hydrazine). Reaction conditions: time 16 hour. Yields the product NC[C@@H]1CC[C@H](CC1)C1=NC(=C2N1C=CN=C2N)C2=CC=C1C=CC(=NC1=C2)C2=CC=CC=C2 (trans-3-(4-Aminomethylcyclohexyl)-1-(2-phenylquinolin-7-yl)-imidazo[1,5-a]pyrazin-8-ylamine). Reaction SMILES: [NH2:1][C:2]1[C:3]2[N:4]([C:8]([C@H:27]3[CH2:32][CH2:31][C@H:30]([CH2:33][N:34]4C(=O)C5C(=CC=CC=5)C4=O)[CH2:29][CH2:28]3)=[N:9][C:10]=2[C:11]2[CH:20]=[C:19]3[C:14]([CH:15]=[CH:16][C:17]([C:21]4[CH:26]=[CH:25][CH:24]=[CH:23][CH:22]=4)=[N:18]3)=[CH:13][CH:12]=2)[CH:5]=[CH:6][N:7]=1.NN>>[NH2:34][CH2:33][C@H:30]1[CH2:31][CH2:32][C@H:27]([C:8]2[N:4]3[CH:5]=[CH:6][N:7]=[C:2]([NH2:1])[C:3]3=[C:10]([C:11]3[CH:20]=[C:19]4[C:14]([CH:15]=[CH:16][C:17]([C:21]5[CH:26]=[CH:25][CH:24]=[CH:23][CH:22]=5)=[N:18]4)=[CH:13][CH:12]=3)[N:9]=2)[CH2:28][CH2:29]1. Procedure: An ethanolic solution of trans-2-{4-[8-Amino-1-(2-phenylquinolin-7-yl)-imidazo[1,5-a]pyrazin-3-yl]-cyclohexylmethyl}-isoindole-1,3-dione (265 mg, 0.46 mmol) was charged with an excess of hydrazine (0.14 mL, 4.6 mmol) and allowed to stir at rt for 16 h. The solution was filtered through a fritted glass funnel and the solids were washed with EtOH (4×). The filtrate was concentrated and the crude material was purified by silica gel column chromatography [Jones Flashmaster, 5 g/25 mL cartridge, elut...